This data is from the Open Reaction Database (ORD), a public repository of structured organic reaction records. The task is: describe an organic reaction: reactants, conditions, products, and yield Reactants: C(#N)[BH3-].[Na+] (sodium cyanoborohydride), CN(CCN)C (N,N-dimethylethylenediamine), C(=O)C1CCN(CC1)C1=CC=C(C=C1)NC(OC(C)(C)C)=O (tert-butyl [4-(4-formyl-piperidin-1-yl)-phenyl]carbamate). Reagents/catalysts: [Cl-].[Zn+2].[Cl-] (zinc chloride). Run in CO (methanol), CO (methanol), O (water). Conditions: time 10 minute. Product: CN(CCNCC1CCN(CC1)C1=CC=C(C=C1)NC(OC(C)(C)C)=O)C (tert-butyl {4-[4-({[2-(dimethylamino)ethyl]amino}methyl)piperidin-1-yl]phenyl}carbamate). Yield: 106.2%. RXN SMILES: [CH:1]([CH:3]1[CH2:8][CH2:7][N:6]([C:9]2[CH:14]=[CH:13][C:12]([NH:15][C:16](=[O:22])[O:17][C:18]([CH3:21])([CH3:20])[CH3:19])=[CH:11][CH:10]=2)[CH2:5][CH2:4]1)=O.[CH3:23][N:24]([CH3:28])[CH2:25][CH2:26][NH2:27].C([BH3-])#N.[Na+]>CO.O.[Cl-].[Zn+2].[Cl-]>[CH3:23][N:24]([CH3:28])[CH2:25][CH2:26][NH:27][CH2:1][CH:3]1[CH2:8][CH2:7][N:6]([C:9]2[CH:14]=[CH:13][C:12]([NH:15][C:16](=[O:22])[O:17][C:18]([CH3:21])([CH3:20])[CH3:19])=[CH:11][CH:10]=2)[CH2:5][CH2:4]1 |f:2.3,6.7.8|. Procedure: To a suspension of tert-butyl [4-(4-formyl-piperidin-1-yl)-phenyl]carbamate (0.30 g, 1.0 mmol) in methanol (5 mL) is added N,N-dimethylethylenediamine (0.18 g, 2.0 mmol). The reaction mixture is stirred for 10 minutes and then a mixture of zinc chloride (82 mg, 0.6 mmol) and sodium cyanoborohydride (75 mg, 1.2 mmol) in methanol (2 mL) is added in a dropwise fashion. After stirring for two hours at room temperature, the reaction mixture is diluted with water and extracted 3× with ethyl acetate. T...